Dataset: the Open Reaction Database (ORD), a public repository of structured organic reaction records. Task: describe an organic reaction: reactants, conditions, products, and yield Starting materials: FCCCC=CC=1C=C(C=CC1)F (3-(5-fluoro-1-pentenyl) fluorobenzene). Reagents/catalysts: [Pd] (Pd—C). The solvent is C(C)O (ethanol). Yields the product FCCCCCC=1C=C(C=CC1)F (3-(5-fluoropentyl) fluorobenzene). Isolated yield 64.4%. Reaction SMILES: [F:1][CH2:2][CH2:3][CH2:4][CH:5]=[CH:6][C:7]1[CH:8]=[C:9]([F:13])[CH:10]=[CH:11][CH:12]=1>[Pd].C(O)C>[F:1][CH2:2][CH2:3][CH2:4][CH2:5][CH2:6][C:7]1[CH:8]=[C:9]([F:13])[CH:10]=[CH:11][CH:12]=1. Reported procedure: Then, 5% Pd—C 4 g and ethanol 100 ml were added to 3-(5-fluoro-1-pentenyl) fluorobenzene 86 g (472 mmol) to conduct a reaction of catalytic hydrogenation reduction. After the hydrogen absorption was stopped, the catalyst was filtered off, and the filtrate was distilled(62° C./2 mmHg) to obtain 3-(5-fluoropentyl) fluorobenzene 56 g. (Yield: 64.4%).